From a dataset of the Open Reaction Database (ORD), a public repository of structured organic reaction records. describe an organic reaction: reactants, conditions, products, and yield Starting materials: C1(=CC=CC=C1)NC1=C(C(C(=O)O)=CC=C1)C(=O)O (3-phenylaminophthalic acid), Cl.NC1C(=O)NC(CC1)=O (rac-α-aminoglutarimide hydrochloride). The solvent is N1=CC=CC=C1 (pyridine). Product: O=C1NC(CCC1N1C(C2=CC=CC(=C2C1=O)NC1=CC=CC=C1)=O)=O (2-(2,6-Dioxopiperidin-3-yl)-4-Phenylaminoisoindole-1,3-Dione). The yield is 83.0%. As a reaction SMILES: [C:1]1([NH:7][C:8]2[CH:16]=[CH:15][CH:14]=[C:10]([C:11]([OH:13])=O)[C:9]=2[C:17]([OH:19])=O)[CH:6]=[CH:5][CH:4]=[CH:3][CH:2]=1.Cl.[NH2:21][CH:22]1[CH2:28][CH2:27][C:26](=[O:29])[NH:25][C:23]1=[O:24]>N1C=CC=CC=1>[O:24]=[C:23]1[CH:22]([N:21]2[C:17](=[O:19])[C:9]3[C:10](=[CH:14][CH:15]=[CH:16][C:8]=3[NH:7][C:1]3[CH:2]=[CH:3][CH:4]=[CH:5][CH:6]=3)[C:11]2=[O:13])[CH2:28][CH2:27][C:26](=[O:29])[NH:25]1 |f:1.2|. Procedure: A mixture of 3-phenylaminophthalic acid (0.52 g, 2.0 mmol) and rac-α-aminoglutarimide hydrochloride (0.33 g, 2.0 mmol) in pyridine (10 mL) was heated to reflux for 16 hours. The mixture was cooled and evaporated under vacuum. The residue was chromatographed using a hexanes-ethyl acetate gradient, eluting 0.60 g of the product at 4:6 hexanes-ethyl acetate, in 83% yield: mp 214-216° C.; 1H NMR (DMSO-d6) δ 1.99-2.09 (m, 1H), 2.53-2.64 (m, 2H), 2.84-2.97 (m, 1H), 5.13 (dd, J=12.6 Hz, J=5.4 Hz, 1H), ... The reactants are CC(=O)O, CS(C)=O, Nc1ccccc1, O=Cc1ccc2nc[nH]c2c1. Yields the product c1ccc(NCc2ccc3[nH]cnc3c2)cc1. Reaction SMILES: [C:19]([OH:20])(=[O:21])[CH3:22].[CH3:23][S:24]([CH3:25])=[O:26].[NH2:12][c:13]1[cH:14][cH:15][cH:16][cH:17][cH:18]1.[n:1]1[cH:2][nH:3][c:4]2[c:5]1[cH:6][cH:7][c:8]([CH:10]=[O:11])[cH:9]2>>[nH:1]1[cH:2][n:3][c:4]2[c:5]1[cH:6][cH:7][c:8]([CH2:10][NH:12][c:13]1[cH:14][cH:15][cH:16][cH:17][cH:18]1)[cH:9]2. Reaction SMILES: [CH2:1]([c:2]1[cH:3][cH:4][cH:5][cH:6][cH:7]1)[N:8]1[CH2:9][CH2:10][NH:11][C:12](=[S:15])[CH2:13][CH2:14]1.[CH2:22]1[O:23][CH2:24][CH2:25][CH2:26]1.[CH3:18][CH:19]([OH:20])[CH3:21].[NH2:16][NH2:17]>>[CH2:1]([c:2]1[cH:3][cH:4][cH:5][cH:6][cH:7]1)[N:8]1[CH2:9][CH2:10][NH:11][C:12](=[N:16][NH2:17])[CH2:13][CH2:14]1. The product is NN=C1CCN(Cc2ccccc2)CCN1. Starting materials: S=C1CCN(Cc2ccccc2)CCN1, C1CCOC1, CC(C)O, NN. Reactants: ClCCl, O, O=C(O)C(Cl)(Cl)Cl, Cc1ccc(S(=O)(=O)n2c(C(=O)OC(C)(C)C)c(-c3ccccc3)c3ccccc32)cc1. The product is Cc1ccc(S(=O)(=O)n2c(C(=O)O)c(-c3ccccc3)c3ccccc32)cc1. As a reaction SMILES: [CH2:33]([Cl:34])[Cl:35].[OH2:43].[OH:36][C:37]([C:38]([Cl:39])([Cl:40])[Cl:41])=[O:42].[c:1]1(-[c:7]2[c:8]([C:26](=[O:27])[O:28][C:29]([CH3:30])([CH3:31])[CH3:32])[n:9]([S:16](=[O:17])(=[O:18])[c:19]3[cH:20][cH:21][c:22]([CH3:25])[cH:23][cH:24]3)[c:10]3[cH:11][cH:12][cH:13][cH:14][c:15]23)[cH:2][cH:3][cH:4][cH:5][cH:6]1>>[c:1]1(-[c:7]2[c:8]([C:26](=[O:27])[OH:28])[n:9]([S:16](=[O:17])(=[O:18])[c:19]3[cH:20][cH:21][c:22]([CH3:25])[cH:23][cH:24]3)[c:10]3[cH:11][cH:12][cH:13][cH:14][c:15]23)[cH:2][cH:3][cH:4][cH:5][cH:6]1. The reactants are CC(C)(C)OC(=O)N1CCC(Oc2cc(N)ccn2)CC1, CS(C)=O, CCN(C(C)C)C(C)C, Cc1ccc(-n2nc(C(C)(C)C)cc2NC(=O)OCC(Cl)(Cl)Cl)cc1. Yields the product Cc1ccc(-n2nc(C(C)(C)C)cc2NC(=O)Nc2ccnc(OC3CCN(C(=O)OC(C)(C)C)CC3)c2)cc1. As a reaction SMILES: [C:1]([CH3:2])([CH3:3])([CH3:4])[O:5][C:6](=[O:7])[N:8]1[CH2:9][CH2:10][CH:11]([O:14][c:15]2[n:16][cH:17][cH:18][c:19]([NH2:21])[cH:20]2)[CH2:12][CH2:13]1.[CH3:56][S:57]([CH3:58])=[O:59].[CH:47]([N:48]([CH:49]([CH3:50])[CH3:51])[CH2:52][CH3:53])([CH3:54])[CH3:55].[Cl:22][C:23]([Cl:24])([Cl:44])[CH2:45][O:25][C:26]([NH:27][c:28]1[n:29](-[c:37]2[cH:38][cH:39][c:40]([CH3:43])[cH:41][cH:42]2)[n:30][c:31]([C:33]([CH3:34])([CH3:35])[CH3:36])[cH:32]1)=[O:46]>>[C:1]([CH3:2])([CH3:3])([CH3:4])[O:5][C:6](=[O:7])[N:8]1[CH2:9][CH2:10][CH:11]([O:14][c:15]2[n:16][cH:17][cH:18][c:19]([NH:21][C:26](=[O:25])[NH:27][c:28]3[n:29](-[c:37]4[cH:38][cH:39][c:40]([CH3:43])[cH:41][cH:42]4)[n:30][c:31]([C:33]([CH3:34])([CH3:35])[CH3:36])[cH:32]3)[cH:20]2)[CH2:12][CH2:13]1. The reactants are O=C([O-])[O-], C=CCc1c(O)ccc2c1OC(=O)N(C)C2, CI, CN(C)C=O, CCOC(C)=O, [K+], [K+], O. The product is C=CCc1c(OC)ccc2c1OC(=O)N(C)C2. As a reaction SMILES: [C:17](=[O:18])([O-:19])[O-:20].[CH2:1]([CH:2]=[CH2:3])[c:4]1[c:5]([OH:16])[cH:6][cH:7][c:8]2[c:13]1[O:12][C:11](=[O:14])[N:10]([CH3:15])[CH2:9]2.[CH3:23][I:24].[CH3:26][N:27]([CH3:28])[CH:29]=[O:30].[CH3:31][CH2:32][O:33][C:34](=[O:35])[CH3:36].[K+:21].[K+:22].[OH2:25]>>[CH2:1]([CH:2]=[CH2:3])[c:4]1[c:5]([O:16][CH3:17])[cH:6][cH:7][c:8]2[c:13]1[O:12][C:11](=[O:14])[N:10]([CH3:15])[CH2:9]2.